This data is from the Open Reaction Database (ORD), a public repository of structured organic reaction records. The task is: describe an organic reaction: reactants, conditions, products, and yield Reactants: O=C=Nc1cccc(Cl)c1, NCC1CN(Cc2ccc(Cl)c(Cl)c2)CCO1. The product is O=C(NCC1CN(Cc2ccc(Cl)c(Cl)c2)CCO1)Nc1cccc(Cl)c1. Reaction SMILES: [Cl:18][c:19]1[cH:20][c:21]([N:25]=[C:26]=[O:27])[cH:22][cH:23][cH:24]1.[Cl:1][c:2]1[cH:3][c:4]([CH2:5][N:6]2[CH2:7][CH:8]([CH2:12][NH2:13])[O:9][CH2:10][CH2:11]2)[cH:14][cH:15][c:16]1[Cl:17]>>[Cl:1][c:2]1[cH:3][c:4]([CH2:5][N:6]2[CH2:7][CH:8]([CH2:12][NH:13][C:26]([NH:25][c:21]3[cH:20][c:19]([Cl:18])[cH:24][cH:23][cH:22]3)=[O:27])[O:9][CH2:10][CH2:11]2)[cH:14][cH:15][c:16]1[Cl:17]. Reaction SMILES: [C:19](=[O:20])([O-:21])[O-:22].[CH3:13][N:14]([CH2:15][CH2:16][NH2:17])[CH3:18].[CH3:25][CH2:26][O:27][C:28](=[O:29])[CH3:30].[CH3:31][S:32]([CH3:33])=[O:34].[F:1][c:2]1[cH:3][cH:4][c:5]([C:6](=[O:7])[O:8][CH2:9][CH3:10])[cH:11][cH:12]1.[K+:23].[K+:24].[OH2:35]>>[c:2]1([NH:17][CH2:16][CH2:15][N:14]([CH3:13])[CH3:18])[cH:3][cH:4][c:5]([C:6](=[O:7])[O:8][CH2:9][CH3:10])[cH:11][cH:12]1. Reactants: O=C([O-])[O-], CN(C)CCN, CCOC(C)=O, CS(C)=O, CCOC(=O)c1ccc(F)cc1, [K+], [K+], O. Product: CCOC(=O)c1ccc(NCCN(C)C)cc1. Starting materials: O=C(C(=O)OCC1=CC=C(C=C1)[N+](=O)[O-])CCC(=O)[O-] (1-(4-nitrobenzyl) 2-oxoglutarate), ON1N=NC2=C1C=CC=C2 (1-hydroxybenzotriazole), C(C1=CC=CC=C1)OC(=O)N[C@H]1C(NOC1)=O ((4R)-4-benzyloxycarbonylamino-3-isoxazolidinone), C1CCC(CC1)N=C=NC2CCCCC2 (DCC). The solvent is ClCCl (dichloromethane). Conditions: time 30 minute. The product is C(C1=CC=CC=C1)OC(=O)N[C@H]1C(N(OC1)C1(OC(CC1)=O)C(=O)OCC1=CC=C(C=C1)[N+](=O)[O-])=O (4-nitrobenzyl 2-[(4R)-4-benzyloxycarbonylamino-3-oxo-2-isoxazolidinyl]-5-oxo-2-tetrahydrofurancarboxylate). Yield: 75.7%. As a reaction SMILES: O=[C:2]([CH2:16][CH2:17][C:18]([O-:20])=[O:19])[C:3]([O:5][CH2:6][C:7]1[CH:12]=[CH:11][C:10]([N+:13]([O-:15])=[O:14])=[CH:9][CH:8]=1)=[O:4].ON1C2C=CC=CC=2N=N1.C1CCC(N=C=NC2CCCCC2)CC1.[CH2:46]([O:53][C:54]([NH:56][C@@H:57]1[CH2:61][O:60][NH:59][C:58]1=[O:62])=[O:55])[C:47]1[CH:52]=[CH:51][CH:50]=[CH:49][CH:48]=1>ClCCl>[CH2:46]([O:53][C:54]([NH:56][C@@H:57]1[CH2:61][O:60][N:59]([C:2]2([C:3]([O:5][CH2:6][C:7]3[CH:8]=[CH:9][C:10]([N+:13]([O-:15])=[O:14])=[CH:11][CH:12]=3)=[O:4])[CH2:16][CH2:17][C:18](=[O:19])[O:20]2)[C:58]1=[O:62])=[O:55])[C:47]1[CH:52]=[CH:51][CH:50]=[CH:49][CH:48]=1. Procedure details: In 3 ml of dichloromethane were dissolved 85 mg of the Compound (1) obtained in Example 1 and 41 mg of 1-hydroxybenzotriazole (HOBT). To the solution was added 62 mg of DCC, and the mixture was stirred at room temperature for 30 minutes, to which was added 60 mg of (4R)-4-benzyloxycarbonylamino-3-isoxazolidinone, prepared by the method described in Journal of Medicinal Chemistry, 13 1013 (1970), followed by stirring at room temperature for 30 minutes. The insolubles which separated out were filt... Reactants: CCCOC(=O)Nc1c(C)cc([N+](=O)[O-])cc1C, Cl, N, C1CCOC1, [Zn]. Yields the product CCCOC(=O)Nc1c(C)cc(N)cc1C. RXN SMILES: [CH2:2]([CH2:3][CH3:4])[O:5][C:6]([NH:7][c:8]1[c:9]([CH3:18])[cH:10][c:11]([N+:15]([O-:16])=[O:17])[cH:12][c:13]1[CH3:14])=[O:19].[ClH:1].[NH3:20].[O:21]1[CH2:22][CH2:23][CH2:24][CH2:25]1.[Zn:26]>>[CH2:2]([CH2:3][CH3:4])[O:5][C:6]([NH:7][c:8]1[c:9]([CH3:18])[cH:10][c:11]([NH2:15])[cH:12][c:13]1[CH3:14])=[O:19]. Reactants: CC1(C)CC(Nc2nccc(Cl)n2)CC(C)(C)N1, CC(C)(O)C1CC1c1cccs1. Yields the product CC1(C)CC(Nc2nccc(-c3ccc(C4CC4C(C)(C)O)s3)n2)CC(C)(C)N1. RXN SMILES: [Cl:13][c:14]1[n:15][c:16]([NH:20][CH:21]2[CH2:22][C:23]([CH3:29])([CH3:30])[NH:24][C:25]([CH3:27])([CH3:28])[CH2:26]2)[n:17][cH:18][cH:19]1.[s:1]1[c:2]([CH:6]2[CH:7]([C:9]([CH3:10])([CH3:11])[OH:12])[CH2:8]2)[cH:3][cH:4][cH:5]1>>[s:1]1[c:2]([CH:6]2[CH:7]([C:9]([CH3:10])([CH3:11])[OH:12])[CH2:8]2)[cH:3][cH:4][c:5]1-[c:14]1[n:15][c:16]([NH:20][CH:21]2[CH2:22][C:23]([CH3:29])([CH3:30])[NH:24][C:25]([CH3:27])([CH3:28])[CH2:26]2)[n:17][cH:18][cH:19]1. Starting materials: CC1(C)C2CCC(CCSCCOS(C)(=O)=O)C1C2, ClCCl, O, CNCCO. Product: CN(CCO)CCSCCC1CCC2CC1C2(C)C. As a reaction SMILES: [CH3:6][S:7]([O:8][CH2:11][CH2:12][S:13][CH2:14][CH2:15][CH:16]1[CH:17]2[C:18]([CH3:23])([CH3:24])[CH:19]([CH2:20][CH2:21]1)[CH2:22]2)(=[O:9])=[O:10].[Cl:26][CH2:27][Cl:28].[OH2:25].[OH:1][CH2:2][CH2:3][NH:4][CH3:5]>>[OH:1][CH2:2][CH2:3][N:4]([CH3:5])[CH2:11][CH2:12][S:13][CH2:14][CH2:15][CH:16]1[CH:17]2[C:18]([CH3:23])([CH3:24])[CH:19]([CH2:20][CH2:21]1)[CH2:22]2. Starting materials: FC(C)(F)C=1N=C(OC1)CN1N=CC(=N1)N (2-[4-(1,1-difluoro-ethyl)-oxazol-2-ylmethyl]-2H-[1,2,3]triazol-4-ylamine), CN(C=1C=C(C=CC1F)C1=C(N=CO1)C(=O)O)C (5-(3-(dimethylamino)-4-fluorophenyl)oxazole-4-carboxylic acid). The product is FC(C)(F)C=1N=C(OC1)CN1N=CC(=N1)NC(=O)C=1N=COC1C1=CC(=C(C=C1)F)N(C)C (5-(3-Dimethylamino-4-fluoro-phenyl)-oxazole-4-carboxylic acid {2-[4-(1,1-difluoro-ethyl)-oxazol-2-ylmethyl]-2H-[1,2,3]triazol-4-yl}-amide). RXN SMILES: [F:1][C:2]([C:5]1[N:6]=[C:7]([CH2:10][N:11]2[N:15]=[C:14]([NH2:16])[CH:13]=[N:12]2)[O:8][CH:9]=1)([F:4])[CH3:3].[CH3:17][N:18]([CH3:34])[C:19]1[CH:20]=[C:21]([C:26]2[O:30][CH:29]=[N:28][C:27]=2[C:31](O)=[O:32])[CH:22]=[CH:23][C:24]=1[F:25]>>[F:1][C:2]([C:5]1[N:6]=[C:7]([CH2:10][N:11]2[N:15]=[C:14]([NH:16][C:31]([C:27]3[N:28]=[CH:29][O:30][C:26]=3[C:21]3[CH:22]=[CH:23][C:24]([F:25])=[C:19]([N:18]([CH3:34])[CH3:17])[CH:20]=3)=[O:32])[CH:13]=[N:12]2)[O:8][CH:9]=1)([F:4])[CH3:3]. Procedure: Following general procedure A, starting from 2-[4-(1,1-difluoro-ethyl)-oxazol-2-ylmethyl]-2H-[1,2,3]triazol-4-ylamine and 5-(3-(dimethylamino)-4-fluorophenyl)oxazole-4-carboxylic acid.